Dataset: the Open Reaction Database (ORD), a public repository of structured organic reaction records. Task: describe an organic reaction: reactants, conditions, products, and yield Starting materials: CC(C)(C)OC(=O)NCc1ccc(-c2ccccc2)c(OCCCCl)c1, OC1CCNCC1. Product: CC(C)(C)OC(=O)NCc1ccc(-c2ccccc2)c(OCCCN2CCC(O)CC2)c1. As a reaction SMILES: [Cl:1][CH2:2][CH2:3][CH2:4][O:5][c:6]1[c:7](-[c:21]2[cH:22][cH:23][cH:24][cH:25][cH:26]2)[cH:8][cH:9][c:10]([CH2:12][NH:13][C:14]([O:15][C:16]([CH3:17])([CH3:18])[CH3:19])=[O:20])[cH:11]1.[NH:27]1[CH2:28][CH2:29][CH:30]([OH:33])[CH2:31][CH2:32]1>>[CH2:2]([CH2:3][CH2:4][O:5][c:6]1[c:7](-[c:21]2[cH:22][cH:23][cH:24][cH:25][cH:26]2)[cH:8][cH:9][c:10]([CH2:12][NH:13][C:14]([O:15][C:16]([CH3:17])([CH3:18])[CH3:19])=[O:20])[cH:11]1)[N:27]1[CH2:28][CH2:29][CH:30]([OH:33])[CH2:31][CH2:32]1. The reactants are CCOC(CI)OCC, CN(C)C=O, [H-], [H][H], [Na+], O, c1cc[nH]c1. The product is CCOC(Cn1cccc1)OCC. RXN SMILES: [CH2:10]([CH3:11])[O:12][CH:13]([CH2:14][I:15])[O:16][CH2:17][CH3:18].[CH3:19][N:20]([CH3:21])[CH:22]=[O:23].[H-:1].[H:8][H:9].[Na+:2].[OH2:24].[nH:3]1[cH:4][cH:5][cH:6][cH:7]1>>[n:3]1([CH2:14][CH:13]([O:12][CH2:10][CH3:11])[O:16][CH2:17][CH3:18])[cH:4][cH:5][cH:6][cH:7]1.